Dataset: the Open Reaction Database (ORD), a public repository of structured organic reaction records. Task: describe an organic reaction: reactants, conditions, products, and yield Starting materials: S(=O)(Cl)Cl (thionyl chloride), C[C@H]1N(CCC1)C[C@H]1NCCC1 (2-(R)-methyl-1-(2-(S)-pyrrolidinylmethyl)pyrrolidine), CC1(OB(OC1(C)C)C1=CC=C(C(=O)O)C=C1)C (4-(4,4,5,5-tetramethyl-[1,3,2]dioxaborolan-2-yl)-benzoic acid). Product: C[C@H]1N(CCC1)C[C@H]1N(CCC1)C(=O)C1=CC=C(C=C1)B1OC(C(O1)(C)C)(C)C ([2-(S)-(2-(R)-Methyl-pyrrolidin-1-ylmethyl)-pyrrolidin-1-yl]-[4-(4,4,5,5-tetramethyl-[1,3,2]dioxaborolan-2-yl)-phenyl]-methanone). RXN SMILES: S(Cl)(Cl)=O.[CH3:5][C@@H:6]1[CH2:10][CH2:9][CH2:8][N:7]1[CH2:11][C@@H:12]1[CH2:16][CH2:15][CH2:14][NH:13]1.[CH3:17][C:18]1([CH3:34])[C:22]([CH3:24])([CH3:23])[O:21][B:20]([C:25]2[CH:33]=[CH:32][C:28]([C:29](O)=[O:30])=[CH:27][CH:26]=2)[O:19]1>>[CH3:5][C@@H:6]1[CH2:10][CH2:9][CH2:8][N:7]1[CH2:11][C@@H:12]1[CH2:16][CH2:15][CH2:14][N:13]1[C:29]([C:28]1[CH:27]=[CH:26][C:25]([B:20]2[O:21][C:22]([CH3:24])([CH3:23])[C:18]([CH3:34])([CH3:17])[O:19]2)=[CH:33][CH:32]=1)=[O:30]. Reported procedure: The title intermediate is prepared in a manner substantially analogous General Procedure PP, except thionyl chloride is used instead of oxalyl chloride, using 2-(R)-methyl-1-(2-(S)-pyrrolidinylmethyl)pyrrolidine and 4-(4,4,5,5-tetramethyl-[1,3,2]dioxaborolan-2-yl)-benzoic acid (CAS 180516-87-4). MS (ES+) 399.5 (M+H)+ The reactants are N#N (N2), BrC1=NC(=CC=C1)C1(OCCO1)C (2-bromo-6-(2-methyl-[1,3]dioxolan-2-yl)-pyridine), CN(C)C=O (DMF), [Li]CCCC (n-BuLi), solution, C(=O)(O)[O-].[Na+] (NaHCO3). Solvent: CCOCC (Et2O), CCCCCC (hexane). The product is CC1(OCCO1)C1=CC=CC(=N1)C=O (6-(2-Methyl-[1,3]dioxolan-2-yl)-pyridine-2-carbaldehyde). Reaction SMILES: N#N.Br[C:4]1[CH:9]=[CH:8][CH:7]=[C:6]([C:10]2([CH3:15])[O:14][CH2:13][CH2:12][O:11]2)[N:5]=1.[Li]CCCC.CN([CH:24]=[O:25])C.C([O-])(O)=O.[Na+]>CCOCC.CCCCCC>[CH3:15][C:10]1([C:6]2[N:5]=[C:4]([CH:24]=[O:25])[CH:9]=[CH:8][CH:7]=2)[O:14][CH2:13][CH2:12][O:11]1 |f:4.5|. Procedure: In a flame dried round-bottomed flask equipped with a magnetic stir bar and under inert atmosphere (N2), to a solution of 2-bromo-6-(2-methyl-[1,3]dioxolan-2-yl)-pyridine (2.21 g, 9.05 mmol) in Et2O (60.0 mL) at −78° C. was added dropwise n-BuLi (3.70 mL of a 2.5M solution in hexane, 9.25 mmol). The reaction mixture was then stirred at −78° C. for 30 min before DMF (0.85 mL, 11.00 mmol) was added dropwise. The reaction mixture was allowed to warm to rt over 1 h. 5% aq. NaHCO3 was added and the m... Starting materials: NC=1SC=CC1C(C1=C(C=CC=C1)Cl)=O (2-amino-3-(o-chlorobenzoyl)thiophene), C(N)(OCC)=O (ethyl carbamate). Reagents/catalysts: [Cl-].[Zn+2].[Cl-] (zinc chloride). Reaction conditions: temperature 200 celsius. The product is ClC1=C(C=CC=C1)C=1C2=C(NC(N1)=O)SC=C2 (4-(o-chlorophenyl)-1,2-dihydrothieno[2,3-d]pyrimidin-2-one). RXN SMILES: [NH2:1][C:2]1[S:3][CH:4]=[CH:5][C:6]=1[C:7](=O)[C:8]1[CH:13]=[CH:12][CH:11]=[CH:10][C:9]=1[Cl:14].[C:16](=O)([O:18]CC)[NH2:17]>[Cl-].[Zn+2].[Cl-]>[Cl:14][C:9]1[CH:10]=[CH:11][CH:12]=[CH:13][C:8]=1[C:7]1[C:6]2[CH:5]=[CH:4][S:3][C:2]=2[NH:1][C:16](=[O:18])[N:17]=1 |f:2.3.4|. Procedure: A mixture of 10.0 g of 2-amino-3-(o-chlorobenzoyl)thiophene, 14.26 g of ethyl carbamate and 0.86 g of zinc chloride is heated at 200°C for 30 minutes. After cooling, the reaction mixture is well washed with chloroform, then with water, and filtered to give crude crystals of 4-(o-chlorophenyl)-1,2-dihydrothieno[2,3-d]pyrimidin-2-one. The reactants are CN1CCCC1=O, COc1ccc(CN)cc1OC, CCOC(C)=O, O=S(=O)(c1ccc(Cl)cc1)C(c1cc(Cl)ncc1Cl)c1c(F)cccc1F. Product: COc1ccc(CNc2cc(C(c3c(F)cccc3F)S(=O)(=O)c3ccc(Cl)cc3)c(Cl)cn2)cc1OC. Reaction SMILES: [CH3:1][N:2]1[CH2:3][CH2:4][CH2:5][C:6]1=[O:7].[CH3:35][O:36][c:37]1[cH:38][c:39]([CH2:40][NH2:41])[cH:42][cH:43][c:44]1[O:45][CH3:46].[CH3:47][CH2:48][O:49][C:50](=[O:51])[CH3:52].[Cl:8][c:9]1[n:10][cH:11][c:12]([Cl:34])[c:13]([CH:15]([c:16]2[c:17]([F:23])[cH:18][cH:19][cH:20][c:21]2[F:22])[S:24](=[O:25])(=[O:26])[c:27]2[cH:28][cH:29][c:30]([Cl:33])[cH:31][cH:32]2)[cH:14]1>>[c:9]1([NH:41][CH2:40][c:39]2[cH:38][c:37]([O:36][CH3:35])[c:44]([O:45][CH3:46])[cH:43][cH:42]2)[n:10][cH:11][c:12]([Cl:34])[c:13]([CH:15]([c:16]2[c:17]([F:23])[cH:18][cH:19][cH:20][c:21]2[F:22])[S:24](=[O:25])(=[O:26])[c:27]2[cH:28][cH:29][c:30]([Cl:33])[cH:31][cH:32]2)[cH:14]1. The reactants are CCO, [Ca+2], [Cl-], [Cl-], [Fe], O=[N+]([O-])c1ccc(SCc2ccccn2)cc1. Yields the product Nc1ccc(SCc2ccccn2)cc1. As a reaction SMILES: [CH3:22][CH2:23][OH:24].[Ca+2:20].[Cl-:18].[Cl-:19].[Fe:21].[N+:1]([O-:2])(=[O:3])[c:4]1[cH:5][cH:6][c:7]([S:10][CH2:11][c:12]2[n:13][cH:14][cH:15][cH:16][cH:17]2)[cH:8][cH:9]1>>[NH2:1][c:4]1[cH:5][cH:6][c:7]([S:10][CH2:11][c:12]2[n:13][cH:14][cH:15][cH:16][cH:17]2)[cH:8][cH:9]1. The reactants are C(CC(=O)C)(=O)OC (Methyl acetoacetate), C1(CCCC1)C(CCC1=CC(=NC=C1OCC)CC)=O (1-cyclopentyl-3-(5-ethoxy-2-ethyl-pyridin-4-yl)-propan-1-one), [OH-].[Na+] (NaOH), [Li+].CC(C)[N-]C(C)C (LDA), C([O-])([O-])=O.[K+].[K+] (potassium carbonate). Solvent: C1CCOC1 (THF). Conditions: time 30 minute. Product: C1(CCCC1)C1(CC(CC(O1)=O)=O)CCC1=CC(=NC=C1OCC)CC (6-Cyclopentyl-6-[2-(5-ethoxy-2-ethylpyridin-4-yl)ethyl]dihydro-2H-pyran-2,4(3H)-dione). Yield: 100.5%. As a reaction SMILES: [C:1](OC)(=[O:6])[CH2:2][C:3]([CH3:5])=[O:4].[Li+].CC([N-]C(C)C)C.[CH:17]1([C:22](=[O:36])[CH2:23][CH2:24][C:25]2[C:30]([O:31][CH2:32][CH3:33])=[CH:29][N:28]=[C:27]([CH2:34][CH3:35])[CH:26]=2)[CH2:21][CH2:20][CH2:19][CH2:18]1.[OH-].[Na+].C(=O)([O-])[O-].[K+].[K+]>C1COCC1>[CH:17]1([C:22]2([CH2:23][CH2:24][C:25]3[C:30]([O:31][CH2:32][CH3:33])=[CH:29][N:28]=[C:27]([CH2:34][CH3:35])[CH:26]=3)[O:36][C:1](=[O:6])[CH2:2][C:3](=[O:4])[CH2:5]2)[CH2:21][CH2:20][CH2:19][CH2:18]1 |f:1.2,4.5,6.7.8|. Procedure details: Methyl acetoacetate (1.2 mL, 10.9 mmol) was added to a cooled −50° C. suspension of LDA [prepared from diisopropylamine (3.0 mL, 21.8 mmol), and n-BuLi (8.7 mL, 21.8 mmol) dissolved in THF (30 mL)]. The reaction was stirred for 30 mins and then a solution of 1-cyclopentyl-3-(5-ethoxy-2-ethyl-pyridin-4-yl)-propan-1-one (1.0 g, 3.6 mmol) dissolved in THF (30 mL) was added. The reaction was warmed to room temperature and stirred for 2 hours. The reaction was poured into 1 N NaOH and extracted with ... Starting materials: CC1(C)NN(C2CCCCCCC2)C1=O, O=C(Cl)c1cccc(Cl)c1. The product is CC1(C)C(=O)N(C2CCCCCCC2)N1C(=O)c1cccc(Cl)c1. Reaction SMILES: [CH:1]1([N:9]2[NH:10][C:11]([CH3:14])([CH3:15])[C:12]2=[O:13])[CH2:2][CH2:3][CH2:4][CH2:5][CH2:6][CH2:7][CH2:8]1.[Cl:16][c:17]1[cH:18][c:19]([C:20](=[O:21])[Cl:22])[cH:23][cH:24][cH:25]1>>[CH:1]1([N:9]2[N:10]([C:20]([c:19]3[cH:18][c:17]([Cl:16])[cH:25][cH:24][cH:23]3)=[O:21])[C:11]([CH3:14])([CH3:15])[C:12]2=[O:13])[CH2:2][CH2:3][CH2:4][CH2:5][CH2:6][CH2:7][CH2:8]1. Reactants: C([O-])([O-])=O.[K+].[K+] (potassium carbonate), [Cl-].[NH4+] (ammonium chloride), C(C)OC1=CC(=C(CN2N=C(C3=CC=CC=C23)C2=NC=C(C(=N2)NC2=CC=NC=C2)OC)C(=C1)F)F (2-[1-(4-ethoxy-2,6-difluorobenzyl)-1H-indazol-3-yl]-5-methoxy-N-(pyridin-4-yl)pyrimidin-4-amine), C1(=CC=CC=C1)S (benzenethiol). The solvent is CN1C(CCC1)=O (1-methylpyrrolidin-2-one), ClCCl.C(C)(C)O (dichloromethane isopropanol). Reaction conditions: temperature 190 celsius. The product is C(C)OC1=CC(=C(CN2N=C(C3=CC=CC=C23)C2=NC=C(C(=N2)NC2=CC=NC=C2)O)C(=C1)F)F (2-[1-(4-ethoxy-2,6-difluorobenzyl)-1H-indazol-3-yl]-4-(pyridin-4-ylamino)pyrimidin-5-ol). Reaction SMILES: [CH2:1]([O:3][C:4]1[CH:34]=[C:33]([F:35])[C:7]([CH2:8][N:9]2[C:17]3[C:12](=[CH:13][CH:14]=[CH:15][CH:16]=3)[C:11]([C:18]3[N:23]=[C:22]([NH:24][C:25]4[CH:30]=[CH:29][N:28]=[CH:27][CH:26]=4)[C:21]([O:31]C)=[CH:20][N:19]=3)=[N:10]2)=[C:6]([F:36])[CH:5]=1)[CH3:2].C(=O)([O-])[O-].[K+].[K+].C1(S)C=CC=CC=1.[Cl-].[NH4+]>CN1CCCC1=O.ClCCl.C(O)(C)C>[CH2:1]([O:3][C:4]1[CH:5]=[C:6]([F:36])[C:7]([CH2:8][N:9]2[C:17]3[C:12](=[CH:13][CH:14]=[CH:15][CH:16]=3)[C:11]([C:18]3[N:23]=[C:22]([NH:24][C:25]4[CH:30]=[CH:29][N:28]=[CH:27][CH:26]=4)[C:21]([OH:31])=[CH:20][N:19]=3)=[N:10]2)=[C:33]([F:35])[CH:34]=1)[CH3:2] |f:1.2.3,5.6,8.9|. Procedure details: 1.32 g of 2-[1-(4-ethoxy-2,6-difluorobenzyl)-1H-indazol-3-yl]-5-methoxy-N-(pyridin-4-yl)pyrimidin-4-amine (2-5-1, 2.70 mmol, 1. eq.) were dissolved in 117 ml of dry 1-methylpyrrolidin-2-one. 142 mg of potassium carbonate were added under nitrogen atmosphere. Then 0.42 ml of benzenethiol were added dropwise. The reaction mixture was stirred for an hour at 190° C. and cooled over the weekend at room temperature. Then the mixture was portioned between half saturated aq. ammonium chloride solution a... Starting materials: CS(=O)(=O)c1ccc(Cn2c(C=O)c(-c3ccccc3)c3cc(Br)ccc3c2=O)cc1, C1CCOC1, C[Si](C)(C)C(F)(F)F. Yields the product CS(=O)(=O)c1ccc(Cn2c(C(O)C(F)(F)F)c(-c3ccccc3)c3cc(Br)ccc3c2=O)cc1. RXN SMILES: [Br:1][c:2]1[cH:3][c:4]2[c:5](-[c:26]3[cH:27][cH:28][cH:29][cH:30][cH:31]3)[c:6]([CH:24]=[O:25])[n:7]([CH2:13][c:14]3[cH:15][cH:16][c:17]([S:20](=[O:21])(=[O:22])[CH3:23])[cH:18][cH:19]3)[c:8](=[O:12])[c:9]2[cH:10][cH:11]1.[CH2:40]1[O:41][CH2:42][CH2:43][CH2:44]1.[F:32][C:33]([F:34])([F:35])[Si:36]([CH3:37])([CH3:38])[CH3:39]>>[Br:1][c:2]1[cH:3][c:4]2[c:5](-[c:26]3[cH:27][cH:28][cH:29][cH:30][cH:31]3)[c:6]([CH:24]([OH:25])[C:33]([F:32])([F:34])[F:35])[n:7]([CH2:13][c:14]3[cH:15][cH:16][c:17]([S:20](=[O:21])(=[O:22])[CH3:23])[cH:18][cH:19]3)[c:8](=[O:12])[c:9]2[cH:10][cH:11]1. Reactants: O (water), ClC=1C=C(C(C(=O)O)=CC1)N (4-chloroanthranilic acid), C1(=CC=CC=C1)C (toluene), O (water). Solvent: O1CCCC1 (tetrahydrofuran). Yields the product C1=CC2=C(C=C1Cl)NC(=O)OC2=O (7 -chloroisatoic anhydride). Isolated yield 93.0%. As a reaction SMILES: [OH2:1].[C:2]1(C)C=CC=CC=1.[Cl:9][C:10]1[CH:11]=[C:12]([NH2:19])[C:13](=[CH:17][CH:18]=1)[C:14]([OH:16])=[O:15]>O1CCCC1>[CH:18]1[C:10]([Cl:9])=[CH:11][C:12]2[NH:19][C:2]([O:15][C:14](=[O:16])[C:13]=2[CH:17]=1)=[O:1]. Procedure: According to the same manner as in Example 5, except that 171.6 g of water and 171.6 g of toluene were used in place of 78.9 g of water and 315.5 g of tetrahydrofuran, and that 4-chloroanthranilic acid was used in place of 4,5-dimethoxyanthranilic acid, 80.9 g of 7 -chloroisatoic anhydride (purity: 91 %) was obtained.